This data is from the Open Reaction Database (ORD), a public repository of structured organic reaction records. The task is: describe an organic reaction: reactants, conditions, products, and yield Reactants: C(C)(C)(C)OC(CNC1=C(C=C(C=C1)C#N)NC(COC1=CC=CC=C1)=O)=O (N-(4-cyano-2-phenoxyacetamidophenyl)glycine tert-butyl ester). Run in C(C)(=O)O (acetic acid). Run at temperature 50 celsius, time 30 minute. Yields the product C(#N)C1=CC2=C(N(C(=N2)COC2=CC=CC=C2)CC(=O)O)C=C1 (5-Cyano-2-phenoxymethylbenzimidazole-1-acetic Acid). The yield is 93.9%. RXN SMILES: C([O:5][C:6](=[O:28])[CH2:7][NH:8][C:9]1[CH:14]=[CH:13][C:12]([C:15]#[N:16])=[CH:11][C:10]=1[NH:17][C:18](=O)[CH2:19][O:20][C:21]1[CH:26]=[CH:25][CH:24]=[CH:23][CH:22]=1)(C)(C)C>C(O)(=O)C>[C:15]([C:12]1[CH:13]=[CH:14][C:9]2[N:8]([CH2:7][C:6]([OH:5])=[O:28])[C:18]([CH2:19][O:20][C:21]3[CH:26]=[CH:25][CH:24]=[CH:23][CH:22]=3)=[N:17][C:10]=2[CH:11]=1)#[N:16]. Procedure details: A solution of N-(4-cyano-2-phenoxyacetamidophenyl)glycine tert-butyl ester (6.61 g) in acetic acid (250 ml) was stirred at 80° C. for 12 hours. After completion of the reaction, the solvent was evaporated and to the obtained residue was added trifluoroacetic acid (60 ml), and the mixture was stirred at 50° C. for 30 min. After completion of the reaction, the solvent was evaporated. To the obtained residue were added chloroform and acetone and the resultant solid was collected by filtration and d...